The task is: describe an organic reaction: reactants, conditions, products, and yield. This data is from the Open Reaction Database (ORD), a public repository of structured organic reaction records. The product is C(N)(=O)[C@H](CC1CC1)NC(=O)C1=NC(=C(C=C1)C1CC1)C1=CC(=CC=C1)Cl (6-(3-Chloro-phenyl)-5-cyclopropyl-pyridine-2-carboxylic acid ((S)-1-carbamoyl-2-cyclopropyl-ethyl)-amide). Reactants: ClC=1C=C(C=CC1)C1=C(C=CC(=N1)C(=O)O)C1CC1 (6-(3-chloro-phenyl)-5-cyclopropyl-pyridine-2-carboxylic acid), Cl.N[C@H](C(=O)N)CC1CC1 ((S)-2-amino-3-cyclopropyl-propanamide hydrochloride). Reaction SMILES: [Cl:1][C:2]1[CH:3]=[C:4]([C:8]2[N:13]=[C:12]([C:14]([OH:16])=O)[CH:11]=[CH:10][C:9]=2[CH:17]2[CH2:19][CH2:18]2)[CH:5]=[CH:6][CH:7]=1.Cl.[NH2:21][C@@H:22]([CH2:26][CH:27]1[CH2:29][CH2:28]1)[C:23]([NH2:25])=[O:24]>>[C:23]([C@@H:22]([NH:21][C:14]([C:12]1[CH:11]=[CH:10][C:9]([CH:17]2[CH2:19][CH2:18]2)=[C:8]([C:4]2[CH:5]=[CH:6][CH:7]=[C:2]([Cl:1])[CH:3]=2)[N:13]=1)=[O:16])[CH2:26][CH:27]1[CH2:29][CH2:28]1)(=[O:24])[NH2:25] |f:1.2|. Procedure: The title compound was synthesized in analogy to Example 1, using 6-(3-chloro-phenyl)-5-cyclopropyl-pyridine-2-carboxylic acid (Example 48 e) and (S)-2-amino-3-cyclopropyl-propanamide hydrochloride as starting materials, MS (EI): m/e=384.2 [M+H]+. Reactants: NN1C(=NN=C(C1=O)C(C)CC)SC (4-amino-6-sec.-butyl-3-methylthio-1,2,4-triazin-5(4H)-one), C(C1=CC=CC=C1)=O (benzaldehyde), C1(=CC=C(C=C1)S(=O)(=O)O)C (p-toluenesulfonic acid). Solvent: C(C)(C)O (isopropanol). Run at temperature 0 celsius. Yields the product C(C1=CC=CC=C1)=NN1C(=NN=C(C1=O)C(C)CC)SC (4-benzylideneamino-6-sec.-butyl-3-methylthio-1,2,4-triazin-5(4H)-one). RXN SMILES: [NH2:1][N:2]1[C:7](=[O:8])[C:6]([CH:9]([CH2:11][CH3:12])[CH3:10])=[N:5][N:4]=[C:3]1[S:13][CH3:14].[CH:15](=O)[C:16]1[CH:21]=[CH:20][CH:19]=[CH:18][CH:17]=1.C1(C)C=CC(S(O)(=O)=O)=CC=1>C(O)(C)C>[CH:15](=[N:1][N:2]1[C:7](=[O:8])[C:6]([CH:9]([CH2:11][CH3:12])[CH3:10])=[N:5][N:4]=[C:3]1[S:13][CH3:14])[C:16]1[CH:21]=[CH:20][CH:19]=[CH:18][CH:17]=1. Reported procedure: 21.4 g of 4-amino-6-sec.-butyl-3-methylthio-1,2,4-triazin-5(4H)-one and 11.0 ml of benzaldehyde, dissolved in 50 ml of isopropanol, were briefly heated to the reflux temperature after adding 0.1 g of p-toluenesulfonic acid. On cooling to 0° C, 23.2 g of crude product crystallized out and were purified further by dissolving in 200 ml of boiling toluene. A small amount of a high-melting by-product crystallized out at 0° C and was filtered off and discarded. On concentration on a rotary evaporator,... Starting materials: ClCCCBr, CCNC(=O)C1CC2(NC(=O)NC2=O)c2cc(F)ccc2O1, CN(C)C=O, [H-], [Na+], O. Product: CCNC(=O)C1CC2(NC(=O)N(CCCCl)C2=O)c2cc(F)ccc2O1. RXN SMILES: [Br:28][CH2:29][CH2:30][CH2:31][Cl:32].[CH2:1]([CH3:2])[NH:3][C:4](=[O:5])[CH:6]1[O:7][c:8]2[cH:9][cH:10][c:11]([F:22])[cH:12][c:13]2[C:14]2([CH2:15]1)[NH:16][C:17](=[O:21])[NH:18][C:19]2=[O:20].[CH3:23][N:24]([CH3:25])[CH:26]=[O:27].[H-:34].[Na+:33].[OH2:35]>>[CH2:1]([CH3:2])[NH:3][C:4](=[O:5])[CH:6]1[O:7][c:8]2[cH:9][cH:10][c:11]([F:22])[cH:12][c:13]2[C:14]2([CH2:15]1)[NH:16][C:17](=[O:21])[N:18]([CH2:29][CH2:30][CH2:31][Cl:32])[C:19]2=[O:20]. Starting materials: O=Cn1nnc2ccccc21, NCc1cccc(C(F)(F)F)c1Cl, C1CCOC1. Yields the product O=CNCc1cccc(C(F)(F)F)c1Cl. RXN SMILES: [CH:14](=[O:15])[n:16]1[c:17]2[cH:18][cH:19][cH:20][cH:21][c:22]2[n:23][n:24]1.[Cl:1][c:2]1[c:3]([CH2:12][NH2:13])[cH:4][cH:5][cH:6][c:7]1[C:8]([F:9])([F:10])[F:11].[O:25]1[CH2:26][CH2:27][CH2:28][CH2:29]1>>[Cl:1][c:2]1[c:3]([CH2:12][NH:13][CH:14]=[O:15])[cH:4][cH:5][cH:6][c:7]1[C:8]([F:9])([F:10])[F:11]. Reactants: CN(C(=O)Cl)c1ccccc1, CC(=O)c1ccc(O)cc1. Product: CC(=O)c1ccc(OC(=O)N(C)c2ccccc2)cc1. As a reaction SMILES: [CH3:11][N:12]([C:13](=[O:14])[Cl:15])[c:16]1[cH:17][cH:18][cH:19][cH:20][cH:21]1.[OH:1][c:2]1[cH:3][cH:4][c:5]([C:8]([CH3:9])=[O:10])[cH:6][cH:7]1>>[O:1]([c:2]1[cH:3][cH:4][c:5]([C:8]([CH3:9])=[O:10])[cH:6][cH:7]1)[C:13]([N:12]([CH3:11])[c:16]1[cH:17][cH:18][cH:19][cH:20][cH:21]1)=[O:14]. The reactants are ClC1=C(C(=NC(=C1)Cl)C(=O)OC)I (Methyl 4,6-dichloro-3-iodopicolinate), C(=C)[Sn](CCCC)(CCCC)CCCC (vinyltributylstannane). Reagents/catalysts: Cl[Pd]([P](C1=CC=CC=C1)(C2=CC=CC=C2)C3=CC=CC=C3)([P](C4=CC=CC=C4)(C5=CC=CC=C5)C6=CC=CC=C6)Cl (bis(triphenylphosphine)palladium(II) chloride). The solvent is ClCCCl (1,2-dichloroethane). Product: ClC1=C(C(=NC(=C1)Cl)C(=O)OC)C=C (methyl 4,6-dichloro-3-vinylpicolinate). The yield is 76.0%. As a reaction SMILES: [Cl:1][C:2]1[CH:7]=[C:6]([Cl:8])[N:5]=[C:4]([C:9]([O:11][CH3:12])=[O:10])[C:3]=1I.[CH:14]([Sn](CCCC)(CCCC)CCCC)=[CH2:15]>ClCCCl.Cl[Pd](Cl)([P](C1C=CC=CC=1)(C1C=CC=CC=1)C1C=CC=CC=1)[P](C1C=CC=CC=1)(C1C=CC=CC=1)C1C=CC=CC=1>[Cl:1][C:2]1[CH:7]=[C:6]([Cl:8])[N:5]=[C:4]([C:9]([O:11][CH3:12])=[O:10])[C:3]=1[CH:14]=[CH2:15] |^1:35,54|. Reported procedure: Methyl 4,6-dichloro-3-iodopicolinate (0.56 g, 1.7 mmol), vinyltributylstannane (580 μl, 0.63 g, 2.0 mmol) and bis(triphenylphosphine)palladium(II) chloride (0.12 g, 0.17 mmol) were combined in 1,2-dichloroethane (8 mL) and the mixture was sparged with a stream of nitrogen for 15 min. The reaction mixture was stirred at reflux for 21 h, cooled to room temperature, and diluted with ethyl acetate (15 mL). A solution of 20% KHF2 (10 ml) was added and the mixture was stirred for 45 minutes. The mixtu...